This data is from the Open Reaction Database (ORD), a public repository of structured organic reaction records. The task is: describe an organic reaction: reactants, conditions, products, and yield The reactants are CC(C)(C)N=C=O, CO, ClCCl, NCCN1CCC(CNC(=O)c2cc(C(F)(F)F)cc(C(F)(F)F)c2)CC1. The product is CC(C)(C)NC(=O)NCCN1CCC(CNC(=O)c2cc(C(F)(F)F)cc(C(F)(F)F)c2)CC1. Reaction SMILES: [C:28]([CH3:29])([CH3:30])([CH3:31])[N:32]=[C:33]=[O:34].[CH3:35][OH:36].[Cl:37][CH2:38][Cl:39].[NH2:1][CH2:2][CH2:3][N:4]1[CH2:5][CH2:6][CH:7]([CH2:10][NH:11][C:12]([c:13]2[cH:14][c:15]([C:23]([F:24])([F:25])[F:26])[cH:16][c:17]([C:19]([F:20])([F:21])[F:22])[cH:18]2)=[O:27])[CH2:8][CH2:9]1>>[NH:1]([CH2:2][CH2:3][N:4]1[CH2:5][CH2:6][CH:7]([CH2:10][NH:11][C:12]([c:13]2[cH:14][c:15]([C:23]([F:24])([F:25])[F:26])[cH:16][c:17]([C:19]([F:20])([F:21])[F:22])[cH:18]2)=[O:27])[CH2:8][CH2:9]1)[C:33]([NH:32][C:28]([CH3:29])([CH3:30])[CH3:31])=[O:34]. The reactants are CC1=C(N=NS1)SCC1=C(N2C([C@H]([C@H]2SC1)NC(CC=1SC=CC1)=O)=O)C(=O)OC(C)(C)C ((6R-trans)-3-[[(5-Methyl-1,2,3-thiadiazol-4-yl)thio]methyl]-8-oxo-7-[(2-thienylacetyl)amino]-5-thia-1-azabicyclo[4.2.0]oct-2-ene-2-carboxylic acid, 1,1-dimethylethyl ester), FC(C(=O)O)(F)F (trifluoroacetic acid). The solvent is C1(=CC=CC=C1)OC (anisole), ClCCl (dichloromethane). Yields the product CC1=C(N=NS1)SCC1=C(N2C([C@H]([C@H]2SC1)NC(CC=1SC=CC1)=O)=O)C(=O)O ((6R-trans)-3-[[(5-Methyl-1,2,3-thiadiazol-4-yl)thio]methyl]-8-oxo-7-[(2-thienylacetyl)amino]-5-thia-1-azabicyclo[4.2.0]oct-2-ene-2-carboxylic acid). Yield: 40.6%. RXN SMILES: [CH3:1][C:2]1[S:6][N:5]=[N:4][C:3]=1[S:7][CH2:8][C:9]1[CH2:16][S:15][C@H:14]2[N:11]([C:12](=[O:26])[C@H:13]2[NH:17][C:18](=[O:25])[CH2:19][C:20]2[S:21][CH:22]=[CH:23][CH:24]=2)[C:10]=1[C:27]([O:29]C(C)(C)C)=[O:28].FC(F)(F)C(O)=O>C1(OC)C=CC=CC=1.ClCCl>[CH3:1][C:2]1[S:6][N:5]=[N:4][C:3]=1[S:7][CH2:8][C:9]1[CH2:16][S:15][C@H:14]2[N:11]([C:12](=[O:26])[C@H:13]2[NH:17][C:18](=[O:25])[CH2:19][C:20]2[S:21][CH:22]=[CH:23][CH:24]=2)[C:10]=1[C:27]([OH:29])=[O:28]. Procedure details: A cold (0° C.) solution of 2.62 g of the product of Example 7 in 20 ml of dry anisole and 25 ml of dichloromethane was treated with 20 ml of trifluoroacetic acid. After evaporation the residue was chromatographed as described in Example 7, giving 950 mg of the desired product. 'H NMR (300 MHz, CDCl3): δ 2.57 (s, 3H); 3.70 (AB quartet, 2H, 4-CH2); 3.87 (s, 2H); 4.17 (AB quartet, 2H, CH2S--); 4.97 (d, 1H, J=4.8 Hz, 6-H); 5.76 (dd, 1H, J=9.24 Hz, 4.8 Hz, 7-H); [6.98 (m, 2H) and 7.24 (m, 1H)(thienyl... The reactants are CC(=O)O, CC1COc2c(N3CCN(C)CC3)c(F)cc3c(=O)c(C(=O)OCC4COC(C)(C)O4)cn1c23. The product is CC1COc2c(N3CCN(C)CC3)c(F)cc3c(=O)c(C(=O)OCC(O)CO)cn1c23. RXN SMILES: [CH3:35][C:36](=[O:37])[OH:38].[F:1][c:2]1[cH:3][c:4]2[c:5](=[O:34])[c:6]([C:23](=[O:24])[O:25][CH2:26][CH:27]3[O:28][C:29]([CH3:32])([CH3:33])[O:30][CH2:31]3)[cH:7][n:8]3[c:9]2[c:10]([c:11]1[N:12]1[CH2:13][CH2:14][N:15]([CH3:18])[CH2:16][CH2:17]1)[O:19][CH2:20][CH:21]3[CH3:22]>>[F:1][c:2]1[cH:3][c:4]2[c:5](=[O:34])[c:6]([C:23](=[O:24])[O:25][CH2:26][CH:27]([OH:28])[CH2:31][OH:30])[cH:7][n:8]3[c:9]2[c:10]([c:11]1[N:12]1[CH2:13][CH2:14][N:15]([CH3:18])[CH2:16][CH2:17]1)[O:19][CH2:20][CH:21]3[CH3:22]. The reactants are FC(C=1C=C(C=CC1)C1=C2CC(NC2=CC=C1)=O)(F)F (4-(3-trifluoromethyl-phenyl)-1,3-dihydro-indol-2-one), C[C@@H]1CN(C[C@@H](N1)C)C(=O)C=1C(=C(NC1)C=O)C (4[(cis)3,5-dimethyl-piperazine-1-carbonyl]-3-methyl-1H-pyrrole-2-carbaldehyde). The reagents and catalysts are N1CCCCC1 (piperidine). Run in C(C)O (ethanol). Conditions: time 3 day. Product: C[C@@H]1CN(C[C@@H](N1)C)C(=O)C=1C(=C(NC1)C=C1C(NC2=CC=CC(=C12)C1=CC(=CC=C1)C(F)(F)F)=O)C (3-{4((cis)-3,5-dimethyl-piperazine-1-carbonyl]-3-methyl-1H-pyrrol-2-ylmethylene}-4-(3-trifluoromethyl-phenyl)-1,3-dihydro-indol-2-one). Isolated yield 27.0%. As a reaction SMILES: [F:1][C:2]([F:20])([F:19])[C:3]1[CH:4]=[C:5]([C:9]2[CH:17]=[CH:16][CH:15]=[C:14]3[C:10]=2[CH2:11][C:12](=[O:18])[NH:13]3)[CH:6]=[CH:7][CH:8]=1.[CH3:21][C@H:22]1[NH:27][C@@H:26]([CH3:28])[CH2:25][N:24]([C:29]([C:31]2[C:32]([CH3:38])=[C:33]([CH:36]=O)[NH:34][CH:35]=2)=[O:30])[CH2:23]1>C(O)C.N1CCCCC1>[CH3:28][C@H:26]1[NH:27][C@@H:22]([CH3:21])[CH2:23][N:24]([C:29]([C:31]2[C:32]([CH3:38])=[C:33]([CH:36]=[C:11]3[C:10]4[C:14](=[CH:15][CH:16]=[CH:17][C:9]=4[C:5]4[CH:6]=[CH:7][CH:8]=[C:3]([C:2]([F:1])([F:19])[F:20])[CH:4]=4)[NH:13][C:12]3=[O:18])[NH:34][CH:35]=2)=[O:30])[CH2:25]1. Procedure: To a solution of 4-(3-trifluoromethyl-phenyl)-1,3-dihydro-indol-2-one (69.3 mg, 0.25 mmol) and 4[(cis)3,5-dimethyl-piperazine-1-carbonyl]-3-methyl-1H-pyrrole-2-carbaldehyde (64.8 mg, 0.26 mmol) in ethanol (2 mL) was added piperidine (3 drops). The reaction mixture was stirred at room temperature for three days. A yellow solid product was precipitated out, filtered, washed by ethanol for three times, and dried under high vacuum to provide pure product 3-{4((cis)-3,5-dimethyl-piperazine-1-carbonyl... Reactants: C(#N)C=1C=C(C=CC1)B(O)O (3-cyanophenylboronic acid), BrC(=C)C (2-bromopropene), C([O-])([O-])=O.[Na+].[Na+] (sodium carbonate), solution. The reagents and catalysts are C=1C=CC(=CC1)[P](C=2C=CC=CC2)(C=3C=CC=CC3)[Pd]([P](C=4C=CC=CC4)(C=5C=CC=CC5)C=6C=CC=CC6)([P](C=7C=CC=CC7)(C=8C=CC=CC8)C=9C=CC=CC9)[P](C=1C=CC=CC1)(C=1C=CC=CC1)C=1C=CC=CC1 (Tetrakis(triphenylphosphine)palladium(0)). Run in COCCOC (DME), O (water). The product is C(=C)(C)C=1C=C(C#N)C=CC1 (3-Isopropenylbenzonitrile). Reaction SMILES: [C:1]([C:3]1[CH:4]=[C:5](B(O)O)[CH:6]=[CH:7][CH:8]=1)#[N:2].Br[C:13]([CH3:15])=[CH2:14].C(=O)([O-])[O-].[Na+].[Na+]>COCCOC.O.C1C=CC([P]([Pd]([P](C2C=CC=CC=2)(C2C=CC=CC=2)C2C=CC=CC=2)([P](C2C=CC=CC=2)(C2C=CC=CC=2)C2C=CC=CC=2)[P](C2C=CC=CC=2)(C2C=CC=CC=2)C2C=CC=CC=2)(C2C=CC=CC=2)C2C=CC=CC=2)=CC=1>[C:13]([C:5]1[CH:4]=[C:3]([CH:8]=[CH:7][CH:6]=1)[C:1]#[N:2])([CH3:15])=[CH2:14] |f:2.3.4,^1:32,34,53,72|. Procedure: To a stirred solution of 3-cyanophenylboronic acid (10.0 g, 68.05 mmol) dissolved in DME (340 mL) is added 2-bromopropene (6.86 g, 56.7 mmol), and sodium carbonate (62.3 mL of a 2 M solution in water, 124.7 mmol). The reaction mixture is degassed for 20 min with nitrogen. Tetrakis(triphenylphosphine)palladium(0) (2.54 g, 2.2 mmol) is added, the reaction mixture degassed for 10 min, and heated at reflux overnight. The reaction mixture is cooled to room temperature and then partitioned between hex...